From a dataset of the Open Reaction Database (ORD), a public repository of structured organic reaction records. describe an organic reaction: reactants, conditions, products, and yield Reactants: COC=1C=CC2=C(CCN(C(N2)=O)C2CCNCC2)C1 (7-methoxy-3-piperidin-4-yl-1,3,4,5-tetrahydro-1,3-benzodiazepin-2-one), C(C1=CC=CC=C1)OC1=NC(=CC(=C1)C(=O)C1=CC2=C(N(C(O2)=O)C)C(=C1)C)Cl (6-(2-benzyloxy-6-chloro-pyridine-4-carbonyl)-3,4-dimethyl-3H-benzoxazol-2-one). Run in CN1CCCC1=O (NMP). Run at temperature 120 celsius, time 8 hour. Product: C(C1=CC=CC=C1)OC1=CC(=CC(=N1)N1CCC(CC1)N1C(NC2=C(CC1)C=C(C=C2)OC)=O)C(=O)C2=CC1=C(N(C(O1)=O)C)C(=C2)C (3-[6′-benzyloxy-4′-(3,4-dimethyl-2-oxo-2,3-dihydro-benzoxazole-6-carbonyl)-3,4,5,6-tetrahydro-2H-[1,2′]bipyridinyl-4-yl]-7-methoxy-1,3,4,5-tetrahydro-benzo[d][1,3]diazepin-2-one). As a reaction SMILES: [CH3:1][O:2][C:3]1[CH:4]=[CH:5][C:6]2[NH:12][C:11](=[O:13])[N:10]([CH:14]3[CH2:19][CH2:18][NH:17][CH2:16][CH2:15]3)[CH2:9][CH2:8][C:7]=2[CH:20]=1.[CH2:21]([O:28][C:29]1[CH:34]=[C:33]([C:35]([C:37]2[CH:47]=[C:46]([CH3:48])[C:40]3[N:41]([CH3:45])[C:42](=[O:44])[O:43][C:39]=3[CH:38]=2)=[O:36])[CH:32]=[C:31](Cl)[N:30]=1)[C:22]1[CH:27]=[CH:26][CH:25]=[CH:24][CH:23]=1>CN1C(=O)CCC1>[CH2:21]([O:28][C:29]1[N:30]=[C:31]([N:17]2[CH2:18][CH2:19][CH:14]([N:10]3[CH2:9][CH2:8][C:7]4[CH:20]=[C:3]([O:2][CH3:1])[CH:4]=[CH:5][C:6]=4[NH:12][C:11]3=[O:13])[CH2:15][CH2:16]2)[CH:32]=[C:33]([C:35]([C:37]2[CH:47]=[C:46]([CH3:48])[C:40]3[N:41]([CH3:45])[C:42](=[O:44])[O:43][C:39]=3[CH:38]=2)=[O:36])[CH:34]=1)[C:22]1[CH:23]=[CH:24][CH:25]=[CH:26][CH:27]=1. Procedure: 991 mg (3.60 mmol) 7-methoxy-3-piperidin-4-yl-1,3,4,5-tetrahydro-1,3-benzodiazepin-2-one and 500 mg (1.22 mmol) 6-(2-benzyloxy-6-chloro-pyridine-4-carbonyl)-3,4-dimethyl-3H-benzoxazol-2-one were combined in 10 mL NMP and stirred overnight at 120° C. The reaction mixture was purified by preparative HPLC-MS. The fractions containing the product were combined and evaporated down.